From a dataset of the Open Reaction Database (ORD), a public repository of structured organic reaction records. describe an organic reaction: reactants, conditions, products, and yield Starting materials: yellow sticky solid, [Br-].CC=1C(=NC=CC1)[Zn+] (3-methyl-2-pyridylzinc bromide), CN(C(C1=CC(=CC(=C1)C(F)(F)F)C(F)(F)F)=O)C=1C=NC=CC1N1C(CCCC1)C (N-Methyl-N-(2-methyl-3,4,5,6-tetrahydro-2H-[1,4]bipyridinyl-3′-yl)-3,5-bis-trifluoromethyl-benzamide), CN(C(C1=CC(=CC(=C1)C(F)(F)F)C(F)(F)F)=O)C=1C=NC=CC1N1C(CCCC1)C (N-Methyl-N-(2-methyl-3,4,5,6-tetrahydro-2H-[1,4]bipyridinyl-3′-yl)-3,5-bis-trifluoromethyl-benzamide). Yields the product CNC=1C=NC=CC1C1=NC=CC=C1C (Methyl-(3-methyl-[2,4′]bipyridinyl-3′-yl)-amine). RXN SMILES: [Br-].[CH3:2][C:3]1[C:4]([Zn+])=[N:5][CH:6]=[CH:7][CH:8]=1.[CH3:10][N:11]([C:28]1[CH:29]=[N:30][CH:31]=[CH:32][C:33]=1N1CCCCC1C)C(=O)C1C=C(C(F)(F)F)C=C(C(F)(F)F)C=1>>[CH3:10][NH:11][C:28]1[CH:29]=[N:30][CH:31]=[CH:32][C:33]=1[C:4]1[C:3]([CH3:2])=[CH:8][CH:7]=[CH:6][N:5]=1 |f:0.1|. Procedure: The title compound was prepared in analogy to example 55, intermediate, from 3-methyl-2-pyridylzinc bromide (CAS RN 308795-91-7) and (4-iodo-pyridin-3-yl)-methyl-amine (example 36, intermediate b). Light yellow sticky solid (93%). MS (ESI): m/z=200.3 [M+H]+. Starting materials: COC=1C=C(C=CC1)C1=NC=C(C=N1)C(=O)O (2-(3-methoxy-phenyl)-pyrimidine-5-carboxylic acid), NN1C(NN=C(C1)C)=O (4-amino-6-methyl-4,5-dihydro-2H-[1,2,4]triazin-3-one), C[N+]1(CCOCC1)C2=NC(=NC(=N2)OC)OC.[Cl-] (DMTMM), CN(C)C=O (DMF). Run in O (Water). Run at time 2 day. Product: CC=1CN(C(NN1)=O)NC(=O)C=1C=NC(=NC1)C1=CC(=CC=C1)OC (2-(3-methoxy-phenyl)-pyrimidine-5-carboxylic acid (6-methyl-3-oxo-2,5-dihydro-3H-[1,2,4]triazin-4-yl)-amide). Yield: 64.3%. Reaction SMILES: [CH3:1][O:2][C:3]1[CH:4]=[C:5]([C:9]2[N:14]=[CH:13][C:12]([C:15]([OH:17])=O)=[CH:11][N:10]=2)[CH:6]=[CH:7][CH:8]=1.[NH2:18][N:19]1[CH2:24][C:23]([CH3:25])=[N:22][NH:21][C:20]1=[O:26].C[N+]1(C2N=C(OC)N=C(OC)N=2)CCOCC1.[Cl-].CN(C=O)C>O>[CH3:25][C:23]1[CH2:24][N:19]([NH:18][C:15]([C:12]2[CH:13]=[N:14][C:9]([C:5]3[CH:6]=[CH:7][CH:8]=[C:3]([O:2][CH3:1])[CH:4]=3)=[N:10][CH:11]=2)=[O:17])[C:20](=[O:26])[NH:21][N:22]=1 |f:2.3|. Procedure: A mixture of 2-(3-methoxy-phenyl)-pyrimidine-5-carboxylic acid (135 mg, 0.58 mmol), 4-amino-6-methyl-4,5-dihydro-2H-[1,2,4]triazin-3-one (76 mg, 0.58 mmol), DMTMM (171 mg, 0.6 mmol) and DMF (3 mL) is stirred at rt for 2 days. Water (3 ml) is added, and the precipitated product is filtered, washed with water and dried to afford 2-(3-methoxy-phenyl)-pyrimidine-5-carboxylic acid (6-methyl-3-oxo-2,5-dihydro-3H-[1,2,4]triazin-4-yl)-amide (127 mg). MS: 341 (M+H); 1H NMR (DMSO-d6): δ 1.91 (s, 3H), 4.23... Reaction SMILES: [CH3:18][CH2:19][O:20][C:21](=[O:22])[CH3:23].[CH3:1][O:2][c:3]1[cH:4][c:5]2[c:9]([cH:10][cH:11]1)[NH:8][C:7](=[O:12])[C:6]2=[O:13].[NH2:15][NH2:16].[OH2:14].[OH2:17]>>[CH3:1][O:2][c:3]1[cH:4][c:5]2[c:9]([cH:10][cH:11]1)[NH:8][C:7](=[O:12])[CH2:6]2. Yields the product COc1ccc2c(c1)CC(=O)N2. Starting materials: CCOC(C)=O, COc1ccc2c(c1)C(=O)C(=O)N2, NN, O, O. Starting materials: CCOCC, Cc1n[nH]c2c1CCc1c-2cnn1C, CN(C)C=O, Cl, [H-], CI, [Na+]. Yields the product Cc1nn(C)c2c1CCc1c-2cnn1C, Cl. As a reaction SMILES: [CH2:25]([O:26][CH2:27][CH3:28])[CH3:29].[CH3:1][c:2]1[c:3]2[c:4]([nH:5][n:6]1)-[c:7]1[c:8]([n:9]([CH3:12])[n:10][cH:11]1)[CH2:13][CH2:14]2.[CH3:20][N:21]([CH3:22])[CH:23]=[O:24].[ClH:19].[H-:15].[I:17][CH3:18].[Na+:16]>>[CH3:1][c:2]1[c:3]2[c:4]([n:5]([CH3:18])[n:6]1)-[c:7]1[c:8]([n:9]([CH3:12])[n:10][cH:11]1)[CH2:13][CH2:14]2.[ClH:19]. Reactants: CCCC[N+](CCCC)(CCCC)CCCC, C1CCOC1, [F-], C[Si](C)(C)C(F)(F)F, O=Cc1ccccc1-n1cccn1. Yields the product OC(c1ccccc1-n1cccn1)C(F)(F)F. As a reaction SMILES: [CH2:23]([N+:24]([CH2:25][CH2:26][CH2:27][CH3:28])([CH2:29][CH2:30][CH2:31][CH3:32])[CH2:33][CH2:34][CH2:35][CH3:36])[CH2:37][CH2:38][CH3:39].[CH2:40]1[O:41][CH2:42][CH2:43][CH2:44]1.[F-:22].[F:14][C:15]([F:16])([F:17])[Si:18]([CH3:19])([CH3:20])[CH3:21].[n:1]1(-[c:6]2[c:7]([CH:8]=[O:9])[cH:10][cH:11][cH:12][cH:13]2)[n:2][cH:3][cH:4][cH:5]1>>[n:1]1(-[c:6]2[c:7]([CH:8]([OH:9])[C:15]([F:14])([F:16])[F:17])[cH:10][cH:11][cH:12][cH:13]2)[n:2][cH:3][cH:4][cH:5]1. Starting materials: Cl.NC1=CC=C(O[C@@H]2[C@]3(C)[C@@H](CC2)[C@@H]2CC[C@H]4N(C(CC[C@]4(C)[C@H]2CC3)=O)C)C=C1 (17β-(4-aminophenoxy)-4-methyl-5α-4-azaandrostan-3-one hydrochloride), C(C)(=O)OC(C)=O (acetic anhydride), N1=CC=CC=C1 (pyridine). Run in C(Cl)Cl (CH2Cl2). Run at time 2 hour. The product is C(C)(=O)NC1=CC=C(O[C@@H]2[C@]3(C)[C@@H](CC2)[C@@H]2CC[C@H]4N(C(CC[C@]4(C)[C@H]2CC3)=O)C)C=C1 (17β-(4-acetamidophenoxy)-4-methyl-5α-4-azaandrostan-3-one). Reaction SMILES: Cl.[NH2:2][C:3]1[CH:30]=[CH:29][C:6]([O:7][C@H:8]2[CH2:13][CH2:12][C@H:11]3[C@H:14]4[C@H:24]([CH2:25][CH2:26][C@:9]23[CH3:10])[C@:22]2([CH3:23])[C@H:17]([N:18]([CH3:28])[C:19](=[O:27])[CH2:20][CH2:21]2)[CH2:16][CH2:15]4)=[CH:5][CH:4]=1.[C:31](OC(=O)C)(=[O:33])[CH3:32].N1C=CC=CC=1>C(Cl)Cl>[C:31]([NH:2][C:3]1[CH:4]=[CH:5][C:6]([O:7][C@H:8]2[CH2:13][CH2:12][C@H:11]3[C@H:14]4[C@H:24]([CH2:25][CH2:26][C@:9]23[CH3:10])[C@:22]2([CH3:23])[C@H:17]([N:18]([CH3:28])[C:19](=[O:27])[CH2:20][CH2:21]2)[CH2:16][CH2:15]4)=[CH:29][CH:30]=1)(=[O:33])[CH3:32] |f:0.1|. Reported procedure: To 17β-(4-aminophenoxy)-4-methyl-5α-4-azaandrostan-3-one hydrochloride (7mg) in CH2Cl2 (100 μl) was added acetic anhydride (30 μl) followed by adding pyridine (50 μl). The mixture was stirred at room temperature for 2 hr and then concentrated to dryness. The residue was purified via a silica gel plate developed with 5% MeOH--EtOAc (Rf =0.3) to give the title product, mp. 340° C.